From a dataset of the Open Reaction Database (ORD), a public repository of structured organic reaction records. describe an organic reaction: reactants, conditions, products, and yield Reactants: C#CC(=O)O, ClCCl, C(=NC1CCCCC1)=NC1CCCCC1, Cn1c(C(F)(F)F)cc(=O)n(-c2cc(O)c(Cl)cc2F)c1=O. Yields the product C#CC(=O)Oc1cc(-n2c(=O)cc(C(F)(F)F)n(C)c2=O)c(F)cc1Cl. As a reaction SMILES: [C:1]([C:2]#[CH:3])(=[O:4])[OH:5].[CH2:43]([Cl:44])[Cl:45].[CH:6]1([N:7]=[C:8]=[N:9][CH:10]2[CH2:11][CH2:12][CH2:13][CH2:14][CH2:15]2)[CH2:16][CH2:17][CH2:18][CH2:19][CH2:20]1.[Cl:21][c:22]1[cH:23][c:24]([F:42])[c:25](-[n:29]2[c:30](=[O:41])[n:31]([CH3:40])[c:32]([C:36]([F:37])([F:38])[F:39])[cH:33][c:34]2=[O:35])[cH:26][c:27]1[OH:28]>>[C:1]([C:2]#[CH:3])(=[O:4])[O:5][c:27]1[c:22]([Cl:21])[cH:23][c:24]([F:42])[c:25](-[n:29]2[c:30](=[O:41])[n:31]([CH3:40])[c:32]([C:36]([F:37])([F:38])[F:39])[cH:33][c:34]2=[O:35])[cH:26]1. Reactants: Brc1nccs1, CN(C)CCC(O)c1ccccc1, CS(C)=O, [H-], [Na+]. Product: CN(C)CCC(Oc1nccs1)c1ccccc1. Reaction SMILES: [Br:16][c:17]1[s:18][cH:19][cH:20][n:21]1.[CH3:1][N:2]([CH3:3])[CH2:4][CH2:5][CH:6]([c:7]1[cH:8][cH:9][cH:10][cH:11][cH:12]1)[OH:13].[CH3:22][S:23]([CH3:24])=[O:25].[H-:14].[Na+:15]>>[CH3:1][N:2]([CH3:3])[CH2:4][CH2:5][CH:6]([c:7]1[cH:8][cH:9][cH:10][cH:11][cH:12]1)[O:13][c:17]1[s:18][cH:19][cH:20][n:21]1. The reactants are C(#N)C1=CC(=C(C=C1)N=C=NC1=C(C=CC=C1)Br)O[Si](C)(C)C(C)(C)C (N-(4-cyano-2-t-butyldimethylsilanoxyphenyl)-N′-(2-bromophenyl)carbodiimide), CCCC[N+](CCCC)(CCCC)CCCC.[F-] (TBAF), C1CCOC1 (THF), C(C)(C)N(CC)C(C)C (diisopropylethylamine), Cl.COC([C@H]1N(CCC1)O)=O (hydroxy L-proline methyl ester hydro chloride). The solvent is CO (methanol). Product: BrC1=C(C=CC=C1)N1C(N2[C@H](C1=O)C[C@H](C2)O)=NC2=C(C=C(C#N)C=C2)O (4-[[(6R,7aS)-2-(2-bromophenyl)-hexahydro-6-hydroxy-1-oxo-3H-pyrrolo[1,2-c]imidazol-3-ylidene]amino]-3-hydroxybenzonitrile). Isolated yield 78.0%. Reaction SMILES: [C:1]([C:3]1[CH:8]=[CH:7][C:6]([N:9]=[C:10]=[N:11][C:12]2[CH:17]=[CH:16][CH:15]=[CH:14][C:13]=2[Br:18])=[C:5]([O:19][Si](C(C)(C)C)(C)C)[CH:4]=1)#[N:2].C(N(C(C)C)CC)(C)C.Cl.C[O:38][C:39](=O)[C@@H:40]1[CH2:44][CH2:43][CH2:42][N:41]1O.CCCC[N+](CCCC)(CCCC)CCCC.[F-].C1C[O:68]CC1>CO>[Br:18][C:13]1[CH:14]=[CH:15][CH:16]=[CH:17][C:12]=1[N:11]1[C:39](=[O:38])[C@@H:40]2[CH2:44][C@@H:43]([OH:68])[CH2:42][N:41]2[C:10]1=[N:9][C:6]1[CH:7]=[CH:8][C:3]([C:1]#[N:2])=[CH:4][C:5]=1[OH:19] |f:2.3,4.5|. Reported procedure: The standard procedure was followed using N-(4-cyano-2-t-butyldimethylsilanoxyphenyl)-N′-(2-bromophenyl)carbodiimide (102 mg, 0.24 mmol), diisopropylethylamine (60 μL, 0.26 mmol), hydroxy L-proline methyl ester hydro chloride (44 mg, 0.26 mmol) and TBAF (0.29 mL, 0.29 mmol) in THF (2.5 mL) and methanol (0.1 mL) to give 80 mg (78%) of 4-[[(6R,7aS)-2-(2-bromophenyl)-hexahydro-6-hydroxy-1-oxo-3H-pyrrolo[1,2-c]imidazol-3-ylidene]amino]-3-hydroxybenzonitrile as a tan powder. MS(EI) m/e 427 (100 (M+))... The reactants are CC(C)(C)OC(=O)N1CCC(=O)CC1, C1COCCOCCOCCOCCO1, C1CCOC1, CCOP(=O)(Cc1cccc(Oc2ccc(C(F)(F)F)cc2)c1)OCC, [H-], [Na+], O. The product is CC(C)(C)OC(=O)N1CCC(=Cc2cccc(Oc3ccc(C(F)(F)F)cc3)c2)CC1. Reaction SMILES: [C:44]([CH3:45])([CH3:46])([CH3:47])[O:48][C:49](=[O:50])[N:51]1[CH2:52][CH2:53][C:54](=[O:57])[CH2:55][CH2:56]1.[CH2:27]1[O:28][CH2:29][CH2:30][O:31][CH2:32][CH2:33][O:34][CH2:35][CH2:36][O:37][CH2:38][CH2:39][O:40][CH2:41]1.[CH2:58]1[O:59][CH2:60][CH2:61][CH2:62]1.[F:1][C:2]([c:3]1[cH:4][cH:5][c:6]([O:7][c:8]2[cH:9][c:10]([CH2:11][P:12](=[O:13])([O:14][CH2:15][CH3:16])[O:17][CH2:18][CH3:19])[cH:20][cH:21][cH:22]2)[cH:23][cH:24]1)([F:25])[F:26].[H-:42].[Na+:43].[OH2:63]>>[F:1][C:2]([c:3]1[cH:4][cH:5][c:6]([O:7][c:8]2[cH:9][c:10]([CH:11]=[C:54]3[CH2:53][CH2:52][N:51]([C:49]([O:48][C:44]([CH3:45])([CH3:46])[CH3:47])=[O:50])[CH2:56][CH2:55]3)[cH:20][cH:21][cH:22]2)[cH:23][cH:24]1)([F:25])[F:26].